Dataset: the Open Reaction Database (ORD), a public repository of structured organic reaction records. Task: describe an organic reaction: reactants, conditions, products, and yield Starting materials: Cl.C(C)(OCC)=N (ethyl ethanimidate hydrochloride), FC1=CC=C(C=C1)CN1C(=NC2=C1C=CC=C2)NC2CCN(CC2)CCNC2=CC=C(C(=N2)N)N (N6 -[2-[4-[[1-[(4-fluorophenyl)methyl]-1H-benzimidazol-2-yl]-amino]-1-piperidinyl]ethyl]-2,3,6-pyridinetriamine). Solvent: C(C)(=O)O (acetic acid). Reaction conditions: time 8 hour. Product: FC1=CC=C(C=C1)CN1C(=NC2=C1C=CC=C2)NC2CCN(CC2)CCNC2=CC=C1C(=N2)N=C(N1)C (N-[2-[4-[[1-[(4-fluorophenyl)methyl]-1H-benzimidazol-2-yl]amino]-1-piperidinyl]ethyl]-2-methyl-1H-imidazo[4,5-b]pyridin-5-amine). Yield: 48.5%. As a reaction SMILES: Cl.[C:2](=[NH:7])(OCC)[CH3:3].[F:8][C:9]1[CH:14]=[CH:13][C:12]([CH2:15][N:16]2[C:20]3[CH:21]=[CH:22][CH:23]=[CH:24][C:19]=3[N:18]=[C:17]2[NH:25][CH:26]2[CH2:31][CH2:30][N:29]([CH2:32][CH2:33][NH:34][C:35]3[N:40]=[C:39]([NH2:41])[C:38](N)=[CH:37][CH:36]=3)[CH2:28][CH2:27]2)=[CH:11][CH:10]=1>C(O)(=O)C>[F:8][C:9]1[CH:10]=[CH:11][C:12]([CH2:15][N:16]2[C:20]3[CH:21]=[CH:22][CH:23]=[CH:24][C:19]=3[N:18]=[C:17]2[NH:25][CH:26]2[CH2:31][CH2:30][N:29]([CH2:32][CH2:33][NH:34][C:35]3[N:40]=[C:39]4[N:41]=[C:2]([CH3:3])[NH:7][C:38]4=[CH:37][CH:36]=3)[CH2:28][CH2:27]2)=[CH:13][CH:14]=1 |f:0.1|. Procedure details: A mixture of 5 parts of ethyl ethanimidate hydrochloride, 9 parts of N6 -[2-[4-[[1-[(4-fluorophenyl)methyl]-1H-benzimidazol-2-yl]-amino]-1-piperidinyl]ethyl]-2,3,6-pyridinetriamine and 100 parts of acetic acid was stirred overnight at room temperature. The reaction mixture was evaporated. The residue was dissolved in trichloromethane. Water was added and sodium hydrogen carbonate was added till foaming had ceased. The layers were separated. The organic layer was dried, filtered and evaporated. T... The reactants are CC1(COC1)CN1C=NC(=C1)[N+](=O)[O-] (1-(3-Methyl-oxetan-3-ylmethyl)-4-nitro-1H-imidazole), FC=1C=C(C=C(C1)F)CC(=O)NC(C(=O)O)CCC (2-[2-(3,5-Difluoro-phenyl)-acetylamino]-pentanoic acid). Yields the product CC1(COC1)CN1C=NC(=C1)NC([C@H](CCC)NC(CC1=CC(=CC(=C1)F)F)=O)=O ((S)-2-[2-(3,5-Difluoro-phenyl)-acetylamino]-pentanoic acid [1-(3-methyl-oxetan-3-ylmethyl)-1H-imidazol-4-yl]-amide). Reaction SMILES: [CH3:1][C:2]1([CH2:6][N:7]2[CH:11]=[C:10]([N+:12]([O-])=O)[N:9]=[CH:8]2)[CH2:5][O:4][CH2:3]1.[F:15][C:16]1[CH:17]=[C:18]([CH2:23][C:24]([NH:26][CH:27]([CH2:31][CH2:32][CH3:33])[C:28](O)=[O:29])=[O:25])[CH:19]=[C:20]([F:22])[CH:21]=1>>[CH3:1][C:2]1([CH2:6][N:7]2[CH:11]=[C:10]([NH:12][C:28](=[O:29])[C@@H:27]([NH:26][C:24](=[O:25])[CH2:23][C:18]3[CH:19]=[C:20]([F:22])[CH:21]=[C:16]([F:15])[CH:17]=3)[CH2:31][CH2:32][CH3:33])[N:9]=[CH:8]2)[CH2:5][O:4][CH2:3]1. Procedure: 1-(3-Methyl-oxetan-3-ylmethyl)-4-nitro-1H-imidazole was reduced and then coupled with 2-[2-(3,5-Difluoro-phenyl)-acetylamino]-pentanoic acid (U.S. Ser. No. 11/078,898 filed Mar. 11, 2005) to afford the title compound: MS 421.3 m/z (M+1). The reactants are CCCCCCCCSc1ccc2nn(-c3cc(C(C)(C)C)cc(C(C)(C)C)c3O)nc2c1, O=CO, O, OO, Cc1ccccc1C. Yields the product CCCCCCCCS(=O)(=O)c1ccc2nn(-c3cc(C(C)(C)C)cc(C(C)(C)C)c3O)nc2c1. As a reaction SMILES: [CH2:1]([CH2:2][CH2:3][CH2:4][CH2:5][CH2:6][CH2:7][CH3:8])[S:9][c:10]1[cH:11][c:12]2[c:13]([n:14][n:15](-[c:17]3[c:18]([OH:31])[c:19]([C:27]([CH3:28])([CH3:29])[CH3:30])[cH:20][c:21]([C:23]([CH3:24])([CH3:25])[CH3:26])[cH:22]3)[n:16]2)[cH:32][cH:33]1.[CH:34](=[O:35])[OH:36].[OH2:39].[OH:37][OH:38].[c:40]1([CH3:41])[c:42]([CH3:43])[cH:44][cH:45][cH:46][cH:47]1>>[CH2:1]([CH2:2][CH2:3][CH2:4][CH2:5][CH2:6][CH2:7][CH3:8])[S:9]([c:10]1[cH:11][c:12]2[c:13]([n:14][n:15](-[c:17]3[c:18]([OH:31])[c:19]([C:27]([CH3:28])([CH3:29])[CH3:30])[cH:20][c:21]([C:23]([CH3:24])([CH3:25])[CH3:26])[cH:22]3)[n:16]2)[cH:32][cH:33]1)(=[O:35])=[O:39]. The reactants are C(CC)C1=CC=C(C=C1)C#CC1=CC=C(C=O)C=C1 (4-[(4-propylphenyl)ethynyl]benzaldehyde), NC=1C=CC2=C(C(OC(O2)(C)C)=O)C1 (6-amino-2,2-dimethyl-benzo[1,3]dioxin-4-one). The product is CC1(OC(C2=C(O1)C=CC(=C2)NCC2=CC=C(C=C2)C#CC2=CC=C(C=C2)CCC)=O)C (2,2-dimethyl-6-({4-[(4-propylphenyl)ethynyl]benzyl}amino)-4H-1,3-benzodioxin-4-one). The yield is 25.2%. RXN SMILES: [CH2:1]([C:4]1[CH:9]=[CH:8][C:7]([C:10]#[C:11][C:12]2[CH:19]=[CH:18][C:15]([CH:16]=O)=[CH:14][CH:13]=2)=[CH:6][CH:5]=1)[CH2:2][CH3:3].[NH2:20][C:21]1[CH:22]=[CH:23][C:24]2[O:29][C:28]([CH3:31])([CH3:30])[O:27][C:26](=[O:32])[C:25]=2[CH:33]=1>>[CH3:30][C:28]1([CH3:31])[O:29][C:24]2[CH:23]=[CH:22][C:21]([NH:20][CH2:16][C:15]3[CH:18]=[CH:19][C:12]([C:11]#[C:10][C:7]4[CH:8]=[CH:9][C:4]([CH2:1][CH2:2][CH3:3])=[CH:5][CH:6]=4)=[CH:13][CH:14]=3)=[CH:33][C:25]=2[C:26](=[O:32])[O:27]1. Reported procedure: The title compound was prepared following procedure described in Example 1, step c) from 4-[(4-propylphenyl)ethynyl]benzaldehyde (1.53 g; 6.16 mmol) and 6-amino-2,2-dimethyl-benzo[1,3]dioxin-4-one (1.19 g; 6.16 mmol). Purification of the yellow solid (2.4 g) obtained by flash chromatography using silica gel (EtOAc:c-Hex 10:90 to 20:80) gave 660 mg (25%) of the title compound as a yellow solid. HPLC, Rt: 5.48 min (purity: 72.4%), 1H NMR (CDCl3) δ: 7.47 (d, J=7.5 Hz, 2H), 7.41 (d, J=8.1 Hz, 2H),: ... Starting materials: FC1=CC=C2C(=NNC2=C1)N1CCNCC1 (6-fluoro-3-(4-piperazinyl)-1H-indazole), C(=O)([O-])[O-].[K+].[K+] (K2CO3), BrCCN1C(C=2C(C1=O)=CC=CC2)=O (N-(2-bromoethyl)phthalimide), CC#N (CH3CN). Run in O (H2O). Conditions: time 65 hour. The product is FC1=CC=C2C(=NNC2=C1)N1CCN(CC1)CCN1C(C=2C(C1=O)=CC=CC2)=O (N-[2-[4-(6-Fluoro-1H-indazol-3-yl)-1-piperazinyl]ethyl]phthalimide). The yield is 56.5%. RXN SMILES: [F:1][C:2]1[CH:10]=[C:9]2[C:5]([C:6]([N:11]3[CH2:16][CH2:15][NH:14][CH2:13][CH2:12]3)=[N:7][NH:8]2)=[CH:4][CH:3]=1.C([O-])([O-])=O.[K+].[K+].Br[CH2:24][CH2:25][N:26]1[C:30](=[O:31])[C:29]2=[CH:32][CH:33]=[CH:34][CH:35]=[C:28]2[C:27]1=[O:36].CC#N>O>[F:1][C:2]1[CH:10]=[C:9]2[C:5]([C:6]([N:11]3[CH2:12][CH2:13][N:14]([CH2:24][CH2:25][N:26]4[C:30](=[O:31])[C:29]5=[CH:32][CH:33]=[CH:34][CH:35]=[C:28]5[C:27]4=[O:36])[CH2:15][CH2:16]3)=[N:7][NH:8]2)=[CH:4][CH:3]=1 |f:1.2.3|. Procedure: A mixture of 6-fluoro-3-(4-piperazinyl)-1H-indazole (4.0 g, 18 mmol), K2CO3 (2.7 g, 20 mmole), N-(2-bromoethyl)phthalimide (4.8 g, 19 mmole) and CH3CN (100 ml) was stirred at reflux under N2 for 4 hours. After standing at ambient temperature for 65 hours, the reaction was poured into H2O. The resultant solid was collected to yield 4.0 g of a yellow powder. The product was recrystallized twice from ethanol to yield 3.5 g (50%) of a beige powder m.p.=220°-223 ° C. Yields the product Cl, CC(C(N)CO)C(F)(F)F. Reactants: CO, Cl, Cl, CC(C(CO)NN)C(F)(F)F. As a reaction SMILES: [CH3:13][OH:14].[ClH:12].[ClH:15].[F:1][C:2]([CH:3]([CH:4]([CH2:5][OH:6])[NH:7][NH2:8])[CH3:9])([F:10])[F:11]>>[ClH:12].[F:1][C:2]([CH:3]([CH:4]([CH2:5][OH:6])[NH2:7])[CH3:9])([F:10])[F:11]. The reactants are CC(C)(C)OC(=O)N1CCC(=O)C1, CCO, Cl, NO, c1ccncc1. The product is CC(C)(C)OC(=O)N1CCC(=NO)C1. As a reaction SMILES: [C:10]([CH3:11])([CH3:12])([CH3:13])[O:14][C:15](=[O:16])[N:17]1[CH2:18][C:19](=[O:22])[CH2:20][CH2:21]1.[CH3:23][CH2:24][OH:25].[ClH:1].[NH2:2][OH:3].[cH:4]1[cH:5][cH:6][n:7][cH:8][cH:9]1>>[N:2]([OH:3])=[C:19]1[CH2:18][N:17]([C:15]([O:14][C:10]([CH3:11])([CH3:12])[CH3:13])=[O:16])[CH2:21][CH2:20]1. RXN SMILES: [C:1]([O-:2])([O-:3])=[O:4].[CH3:31][C:32](=[O:33])[CH3:34].[CH3:7][I:8].[Cl:9][c:10]1[c:11]([C:16]2=[N:17][CH2:18][C:19](=[O:30])[NH:20][c:21]3[c:22]2[cH:23][c:24]([N+:27](=[O:28])[O-:29])[cH:25][cH:26]3)[cH:12][cH:13][cH:14][cH:15]1.[K+:5].[K+:6]>>[C:1]1(=[O:4])[CH2:18][N:17]=[C:16]([c:11]2[c:10]([Cl:9])[cH:15][cH:14][cH:13][cH:12]2)[c:22]2[c:21]([cH:26][cH:25][c:24]([N+:27](=[O:28])[O-:29])[cH:23]2)[N:20]1[CH3:19]. Reactants: O=C([O-])[O-], CC(C)=O, CI, O=C1CN=C(c2ccccc2Cl)c2cc([N+](=O)[O-])ccc2N1, [K+], [K+]. Product: CN1C(=O)CN=C(c2ccccc2Cl)c2cc([N+](=O)[O-])ccc21.